This data is from the Open Reaction Database (ORD), a public repository of structured organic reaction records. The task is: describe an organic reaction: reactants, conditions, products, and yield The reagents and catalysts are C1(=CC=CC=C1)P(C1=CC=CC=C1)C1=CC=CC=C1.[Pd].[Pd].[Pd].[Pd] (tetrakis palladium triphenylphosphine). Product: N1N=CC(=C1)C1=CN=C(C=2N1N=CN2)NC=2SC=C(N2)CN2CCOCC2 (N-(5-(1H-pyrazol-4-yl)-[1,2,4]triazolo[1,5-a]pyrazin-8-yl)-4-(morpholinomethyl)thiazol-2-amine). The yield is 28.5%. Reactants: BrC1=CN=C(C=2N1N=CN2)NC=2SC=C(N2)CN2CCOCC2 (N-(5-bromo-[1,2,4]triazolo[1,5-a]pyrazin-8-yl)-4-(morpholinomethyl)thiazol-2-amine), N1N=CC(=C1)B1OC(C)(C)C(C)(C)O1 (4-pyrazole boronic acid pinacol ester), CC(C)([O-])C.[Na+] (sodium tert-butoxide). Procedure details: The product of Step 1 (43 mg, 0.11 mmol), 4-pyrazole boronic acid pinacol ester (32 mg, 0.16 mmol), tetrakis palladium triphenylphosphine (13 mg, 0.11 mmol) and sodium tert-butoxide are suspended in a mixture of DMF (2 mL) and water (0.66 mL). The reaction is degassed with nitrogen for 10 min before being sealed and stirred at 90° C. for 16 h. The reaction is condensed in vacuo and the residue purified by column chromatography, eluting with 3% methanolic ammonia (7 N) in dichloromethane to give ... Solvent: CN(C)C=O (DMF), O (water). Reaction conditions: temperature 90 celsius, time 16 hour. Reaction SMILES: Br[C:2]1[N:7]2[N:8]=[CH:9][N:10]=[C:6]2[C:5]([NH:11][C:12]2[S:13][CH:14]=[C:15]([CH2:17][N:18]3[CH2:23][CH2:22][O:21][CH2:20][CH2:19]3)[N:16]=2)=[N:4][CH:3]=1.[NH:24]1[CH:28]=[C:27](B2OC(C)(C)C(C)(C)O2)[CH:26]=[N:25]1.CC(C)([O-])C.[Na+]>CN(C=O)C.O.C1(P(C2C=CC=CC=2)C2C=CC=CC=2)C=CC=CC=1.[Pd].[Pd].[Pd].[Pd]>[NH:24]1[CH:28]=[C:27]([C:2]2[N:7]3[N:8]=[CH:9][N:10]=[C:6]3[C:5]([NH:11][C:12]3[S:13][CH:14]=[C:15]([CH2:17][N:18]4[CH2:23][CH2:22][O:21][CH2:20][CH2:19]4)[N:16]=3)=[N:4][CH:3]=2)[CH:26]=[N:25]1 |f:2.3,6.7.8.9.10|. RXN SMILES: [CH2:55]([N:56]=[C:57]=[N:58][CH2:59][CH2:60][CH2:61][N:62]([CH3:63])[CH3:64])[CH3:65].[CH2:76]([N:77]([CH:78]([CH3:79])[CH3:80])[CH:81]([CH3:82])[CH3:83])[CH3:84].[CH3:1][O:2][c:3]1[cH:4][cH:5][c:6]([CH2:7][n:8]2[n:9][c:10]([N:26]3[CH2:27][CH2:28][CH:29]([N:32]([CH3:33])[CH3:34])[CH2:30][CH2:31]3)[c:11]3[c:12]2[n:13][cH:14][cH:15][c:16]3[O:17][c:18]2[c:19]([F:25])[cH:20][c:21]([NH2:24])[cH:22][cH:23]2)[cH:35][cH:36]1.[ClH:54].[F:37][c:38]1[cH:39][cH:40][c:41](-[n:44]2[n:45][cH:46][cH:47][c:48]([C:51](=[O:52])[OH:53])[c:49]2=[O:50])[cH:42][cH:43]1.[O:85]=[CH:86][N:87]([CH3:88])[CH3:89].[n:66]1([OH:67])[c:68]2[cH:69][cH:70][cH:71][cH:72][c:73]2[n:74][n:75]1>>[CH3:1][O:2][c:3]1[cH:4][cH:5][c:6]([CH2:7][n:8]2[n:9][c:10]([N:26]3[CH2:27][CH2:28][CH:29]([N:32]([CH3:33])[CH3:34])[CH2:30][CH2:31]3)[c:11]3[c:12]2[n:13][cH:14][cH:15][c:16]3[O:17][c:18]2[c:19]([F:25])[cH:20][c:21]([NH:24][C:51]([c:48]3[cH:47][cH:46][n:45][n:44](-[c:41]4[cH:40][cH:39][c:38]([F:37])[cH:43][cH:42]4)[c:49]3=[O:50])=[O:52])[cH:22][cH:23]2)[cH:35][cH:36]1. Reactants: CCN=C=NCCCN(C)C, CCN(C(C)C)C(C)C, COc1ccc(Cn2nc(N3CCC(N(C)C)CC3)c3c(Oc4ccc(N)cc4F)ccnc32)cc1, Cl, O=C(O)c1ccnn(-c2ccc(F)cc2)c1=O, CN(C)C=O, On1nnc2ccccc21. The product is COc1ccc(Cn2nc(N3CCC(N(C)C)CC3)c3c(Oc4ccc(NC(=O)c5ccnn(-c6ccc(F)cc6)c5=O)cc4F)ccnc32)cc1. Starting materials: FC1=C(C=C2CC(NC2=C1)=O)C (6-fluoro-5-methyl-2-oxindole), ClS(=O)(=O)N=C=O (chlorosulfonyl isocyanate), O (Water). Reported procedure: Following the procedure of Example 17, the title compound was prepared from 6-fluoro-5-methyl-2-oxindole (1.0 g, 6.0 mmole) and chlorosulfonyl isocyanate (1.03 g, 7.3 mmole) in toluene (30 ml). Water (5 ml) was used for the hydrolysis step. Yield=0.58 g, 46%, m.p. 200°-203° C. As a reaction SMILES: [F:1][C:2]1[CH:10]=[C:9]2[C:5]([CH2:6][C:7](=[O:11])[NH:8]2)=[CH:4][C:3]=1[CH3:12].ClS([N:17]=[C:18]=[O:19])(=O)=O.O>C1(C)C=CC=CC=1>[F:1][C:2]1[CH:10]=[C:9]2[C:5]([CH2:6][C:7](=[O:11])[N:8]2[C:18]([NH2:17])=[O:19])=[CH:4][C:3]=1[CH3:12]. Run in C1(=CC=CC=C1)C (toluene). The product is FC1=C(C=C2CC(N(C2=C1)C(=O)N)=O)C (6-Fluoro-5-methyl-2-oxindole-1-carboxamide). The reactants are CC(C)(C)OC(=O)n1cnc2ccc(Nc3nc(Br)cn4ccnc34)cc21, ClCCl, O=C(O)C(F)(F)F. Product: Brc1cn2ccnc2c(Nc2ccc3nc[nH]c3c2)n1. As a reaction SMILES: [C:1]([O:2][C:3](=[O:4])[n:8]1[cH:9][n:10][c:11]2[c:12]1[cH:13][c:14]([NH:17][c:18]1[c:19]3[n:20]([cH:21][c:22]([Br:24])[n:23]1)[cH:25][cH:26][n:27]3)[cH:15][cH:16]2)([CH3:5])([CH3:6])[CH3:7].[Cl:35][CH2:36][Cl:37].[F:28][C:29]([F:30])([F:31])[C:32]([OH:33])=[O:34]>>[nH:8]1[cH:9][n:10][c:11]2[c:12]1[cH:13][c:14]([NH:17][c:18]1[c:19]3[n:20]([cH:21][c:22]([Br:24])[n:23]1)[cH:25][cH:26][n:27]3)[cH:15][cH:16]2. Reactants: COC(=O)C=1SC(=C(C1)Br)[N+](=O)[O-] (4-Bromo-5-nitro-thiophene-2-carboxylic acid methyl ester), CC=1OC=CC1S (2-methyl-furan-3-thiol), DMAP polystyrene resin. The solvent is C1CCOC1 (THF). Yields the product COC(=O)C=1SC(=C(C1)SC1=C(OC=C1)C)[N+](=O)[O-] (4-(2-Methyl-furan-3-ylsulfanyl)-5-nitro-thiophene-2-carboxylic acid methyl ester). RXN SMILES: [CH3:1][O:2][C:3]([C:5]1[S:6][C:7]([N+:11]([O-:13])=[O:12])=[C:8](Br)[CH:9]=1)=[O:4].[CH3:14][C:15]1[O:16][CH:17]=[CH:18][C:19]=1[SH:20]>C1COCC1>[CH3:1][O:2][C:3]([C:5]1[S:6][C:7]([N+:11]([O-:13])=[O:12])=[C:8]([S:20][C:19]2[CH:18]=[CH:17][O:16][C:15]=2[CH3:14])[CH:9]=1)=[O:4]. Procedure: 4-Bromo-5-nitro-thiophene-2-carboxylic acid methyl ester ((Example 114, step c) 532 mg, 2 mmol), 2-methyl-furan-3-thiol (600 mg, 5.26 mmol), and DMAP-polystyrene resin (2 g, 2.86 mmol) were stirred in THF (10 mL) for 12 h at rt. The resin was filtered and washed with several portions of DCM (100 mL total volume). The filtrate was concentrated in vacuo and the yellow residue (480 mg, 80%) was used without further purification. 1H-NMR (CDCl3): δ 7.46 (d, 1H, J=1.9 Hz), 7.05 (s, 1H), 6.43 (d, 1H, J...